This data is from the Open Reaction Database (ORD), a public repository of structured organic reaction records. The task is: describe an organic reaction: reactants, conditions, products, and yield The reactants are COCCN(C(C1=CC=C(C=C1)C=1NC(C2=CC=CC(=C2C1)C)=O)=O)CCOC (N,N-Bis-(2-methoxy-ethyl)-4-(5-methyl-1-oxo-1,2-dihydro-isoquinolin-3-yl)-benzamide), B(Br)(Br)Br (boron tribromide). Solvent: C(Cl)Cl (CH2Cl2). Run at time 16 hour. Product: OCCN(C(C1=CC=C(C=C1)C=1NC(C2=CC=CC(=C2C1)C)=O)=O)CCO (N,N-bis-(2-hydroxy-ethyl)-4-(5-methyl-1-oxo-1,2-dihydro-isoquinolin-3-yl)-benzamide). Yield: 62.8%. Reaction SMILES: C[O:2][CH2:3][CH2:4][N:5]([CH2:26][CH2:27][O:28]C)[C:6](=[O:25])[C:7]1[CH:12]=[CH:11][C:10]([C:13]2[NH:14][C:15](=[O:24])[C:16]3[C:21]([CH:22]=2)=[C:20]([CH3:23])[CH:19]=[CH:18][CH:17]=3)=[CH:9][CH:8]=1.B(Br)(Br)Br>C(Cl)Cl>[OH:28][CH2:27][CH2:26][N:5]([CH2:4][CH2:3][OH:2])[C:6](=[O:25])[C:7]1[CH:12]=[CH:11][C:10]([C:13]2[NH:14][C:15](=[O:24])[C:16]3[C:21]([CH:22]=2)=[C:20]([CH3:23])[CH:19]=[CH:18][CH:17]=3)=[CH:9][CH:8]=1. Procedure details: To a stirred solution of N,N-Bis-(2-methoxy-ethyl)-4-(5-methyl-1-oxo-1,2-dihydro-isoquinolin-3-yl)-benzamide (40 mg, 0.10 mmol) in CH2Cl2 (2.5 mL) under N2 at −78° C. was added boron tribromide (1M in CH2Cl2, 2.54 mL, 2.54 mmol). The reaction was allowed to warm to RT and stirred for 16 h. The reaction mixture was quenched with H2O and extracted with EtOAc (5 mL) upon which a pale yellow solid precipitated and was filtered off. The aqueous phase was further extracted with CH2Cl2 (5 mL). The comb... The reactants are O (water), [H-].[Na+] (NaH), ClCCCCC(=O)NC1CCCCC1 (5-chloro-N-cyclohexylpentanamide), [H-].[Na+] (NaH). Run in C(C)#N (acetonitrile). Yields the product C1(CCCCC1)N1C(CCCC1)=O (1-cyclohexylpiperidin-2-one). Isolated yield 59.1%. As a reaction SMILES: [H-].[Na+].Cl[CH2:4][CH2:5][CH2:6][CH2:7][C:8]([NH:10][CH:11]1[CH2:16][CH2:15][CH2:14][CH2:13][CH2:12]1)=[O:9].O>C(#N)C>[CH:11]1([N:10]2[CH2:4][CH2:5][CH2:6][CH2:7][C:8]2=[O:9])[CH2:16][CH2:15][CH2:14][CH2:13][CH2:12]1 |f:0.1|. Procedure details: Add NaH (550 g, 14 mmol) into a solution of 5-chloro-N-cyclohexylpentanamide (3 g, 14 mmol) in acetonitrile (100 mL). Stir the reaction at room temperature for 12 hours. Add NaH (1 g, 28 mmol) and continue to stir for 2 days. Pour the reaction into ice and water. Wash the reaction with brine, dry with sodium sulfate, filter and concentrate. Purify the residue by column chromatography to afford the title compound (1.5 g, 60%) as a white solid. 1H NMR (CDCl3): 4.44-4.54 (m, 1H), 3.14 (m, 2H), 2.36... Starting materials: ClC1=C(C(=O)NC=2C=CC=C3C(C(=CNC23)COC)=O)C(=CC=C1)Cl (8-(2,6-dichlorobenzoylamino)-1,4-dihydro-3-methoxymethyl-4-oxoquinoline), Cl.ClCC=1C=NC=CC1 (3-chloromethylpyridine hydrochloride), C([O-])([O-])=O.[K+].[K+] (potassium carbonate), [I-].[Na+] (sodium iodide). Solvent: CN1C(CCC1)=O (N-methylpyrrolidone). Conditions: temperature 80 celsius, time 4 hour. The product is ClC1=C(C(=O)NC=2C=CC=C3C(=C(C=NC23)COC)OCC=2C=NC=CC2)C(=CC=C1)Cl (8-(2,6-dichlorobenzoylamino)-3-methoxymethyl-4-(pyridin-3-ylmethoxy)quinoline). Isolated yield 65.5%. RXN SMILES: [Cl:1][C:2]1[CH:24]=[CH:23][CH:22]=[C:21]([Cl:25])[C:3]=1[C:4]([NH:6][C:7]1[CH:8]=[CH:9][CH:10]=[C:11]2[C:16]=1[NH:15][CH:14]=[C:13]([CH2:17][O:18][CH3:19])[C:12]2=[O:20])=[O:5].Cl.Cl[CH2:28][C:29]1[CH:30]=[N:31][CH:32]=[CH:33][CH:34]=1.C(=O)([O-])[O-].[K+].[K+].[I-].[Na+]>CN1CCCC1=O>[Cl:1][C:2]1[CH:24]=[CH:23][CH:22]=[C:21]([Cl:25])[C:3]=1[C:4]([NH:6][C:7]1[CH:8]=[CH:9][CH:10]=[C:11]2[C:16]=1[N:15]=[CH:14][C:13]([CH2:17][O:18][CH3:19])=[C:12]2[O:20][CH2:28][C:29]1[CH:30]=[N:31][CH:32]=[CH:33][CH:34]=1)=[O:5] |f:1.2,3.4.5,6.7|. Reported procedure: To a solution of 8-(2,6-dichlorobenzoylamino)-1,4-dihydro-3-methoxymethyl-4-oxoquinoline (209 mg) in N-methylpyrrolidone (4 ml) were added 3-chloromethylpyridine hydrochloride (109 mg), potassium carbonate (153 mg) and sodium iodide (20 mg), and the mixture was stirred for 4 hours at 80° C. The mixture was partitioned between ethyl acetate and water, and the separated organic layer was washed with brine, dried over magnesium sulfate and evaporated in vacuo. The residue was crystallized from etha... The reactants are O.[OH-].[Li+] (Lithium hydroxide monohydrate), N1C=CC2=CC=C(C=C12)/C=C/C(=O)OC (methyl E-indole-6-acrylate), Cl (hydrochloric acid). Solvent: CO (methanol), O1CCCC1 (tetrahydrofuran), O (water), O (water). The product is N1C=CC2=CC=C(C=C12)/C=C/C(=O)O (E-indole-6-acrylic acid). Isolated yield 97.7%. As a reaction SMILES: O.[OH-].[Li+].[NH:4]1[C:12]2[C:7](=[CH:8][CH:9]=[C:10](/[CH:13]=[CH:14]/[C:15]([O:17]C)=[O:16])[CH:11]=2)[CH:6]=[CH:5]1.Cl>CO.O1CCCC1.O>[NH:4]1[C:12]2[C:7](=[CH:8][CH:9]=[C:10](/[CH:13]=[CH:14]/[C:15]([OH:17])=[O:16])[CH:11]=2)[CH:6]=[CH:5]1 |f:0.1.2|. Procedure: Lithium hydroxide monohydrate (4.6 g) was added to a stirred solution of methyl E-indole-6-acrylate (5.5 g) in methanol (100 ml), tetrahydrofuran (10 ml), and water (10 ml) under an atmosphere of nitrogen; and the mixture was heated at 50° for 5 hr. The cooled mixture was diluted with water (100 ml) and acidified to pH 4 with 6M hydrochloric acid. The precipitate which formed was isolated by filtration, washed twice with water, and dried to give E-indole-6-acrylic acid (5 g, 97%) as a yellow pow... Reactants: C(C)(C)N1CCC(CC1)OC1=CC=2C=C3N(C2C=C1)CCNC3=O (8-(1-Isopropyl-piperidin-4-yloxy)-3,4-dihydro-2H-pyrazino[1,2-a]indol-1-one), [H-].[Na+] (sodium hydride), [Cl-].[NH4+] (ammonium chloride), BrCC1CC1 (1-(bromomethyl)cyclopropane). Run at time 30 minute. Reaction SMILES: [CH:1]([N:4]1[CH2:9][CH2:8][CH:7]([O:10][C:11]2[CH:19]=[CH:18][C:17]3[N:16]4[CH2:20][CH2:21][NH:22][C:23](=[O:24])[C:15]4=[CH:14][C:13]=3[CH:12]=2)[CH2:6][CH2:5]1)([CH3:3])[CH3:2].[H-].[Na+].Br[CH2:28][CH:29]1[CH2:31][CH2:30]1.[Cl-].[NH4+]>CN(C)C=O>[CH:29]1([CH2:28][N:22]2[CH2:21][CH2:20][N:16]3[C:17]4[CH:18]=[CH:19][C:11]([O:10][CH:7]5[CH2:8][CH2:9][N:4]([CH:1]([CH3:3])[CH3:2])[CH2:5][CH2:6]5)=[CH:12][C:13]=4[CH:14]=[C:15]3[C:23]2=[O:24])[CH2:31][CH2:30]1 |f:1.2,4.5|. Yields the product C1(CC1)CN1C(C=2N(C=3C=CC(=CC3C2)OC2CCN(CC2)C(C)C)CC1)=O (2-Cyclopropylmethyl-8-(1-isopropyl-piperidin-4-yloxy)-3,4-dihydro-2H-pyrazino[1,2-a]indol-1-one). Reported procedure: To the solution of 0.15 g (0.46 mmol) 8-(1-isopropyl-piperidin-4-yloxy)-3,4-dihydro-2H-pyrazino[1,2-a]indol-1-one (example 1) in 3 mL N,N-dimethylformamide, 24 mg (0.55 mmol, 55% dispersion in mineral oil) sodium hydride was added. After 30 min., 1-(bromomethyl)cyclopropane was added and the mixture was stirred until completion of the reaction as indicated by TLC (2 h). The reaction mixture was poured on 10% aqueous ammonium chloride solution and was extracted three times with ethyl acetate. The... Isolated yield 38.0%. Solvent: CN(C=O)C (N,N-dimethylformamide). The reactants are Cl (hydrochloric acid), Cl (hydrochloric acid), O[C@@H](CN1CCN(C2(CCCC2)C1)C(=O)OC(C)(C)C)C1=C(C2=C(C(OC2)=O)C=C1)C (tert-butyl 9-[(2R)-2-hydroxy-2-(4-methyl-1-oxo-1,3-dihydro-2-benzofuran-5-yl)ethyl]-6,9-diazaspiro[4.5]decane-6-carboxylate). Solvent: O1CCOCC1 (dioxane), O1CCOCC1 (dioxane), O1CCOCC1 (dioxane). Run at time 3 hour. The product is [Cl-].O[C@@H](CN1CC[NH2+]C2(CCCC2)C1)C1=C(C2=C(C(OC2)=O)C=C1)C (9-[(2R)-2-hydroxy-2-(4-methyl-1-oxo-1,3-dihydro-2-benzofuran-5-yl)ethyl]-9-aza-6-azoniaspiro[4.5]decane chloride). RXN SMILES: [OH:1][C@H:2]([C:21]1[CH:30]=[CH:29][C:24]2[C:25](=[O:28])[O:26][CH2:27][C:23]=2[C:22]=1[CH3:31])[CH2:3][N:4]1[CH2:13][C:8]2([CH2:12][CH2:11][CH2:10][CH2:9]2)[N:7](C(OC(C)(C)C)=O)[CH2:6][CH2:5]1.[ClH:32]>O1CCOCC1>[Cl-:32].[OH:1][C@H:2]([C:21]1[CH:30]=[CH:29][C:24]2[C:25](=[O:28])[O:26][CH2:27][C:23]=2[C:22]=1[CH3:31])[CH2:3][N:4]1[CH2:13][C:8]2([CH2:9][CH2:10][CH2:11][CH2:12]2)[NH2+:7][CH2:6][CH2:5]1 |f:3.4|. Procedure details: A suspension of tert-butyl 9-[(2R)-2-hydroxy-2-(4-methyl-1-oxo-1,3-dihydro-2-benzofuran-5-yl)ethyl]-6,9-diazaspiro[4.5]decane-6-carboxylate (80 mg, 0.20 mmol) in dioxane (200 L) was treated with a solution of hydrochloric acid in dioxane (4.0 M, 200 L). After shaking for 3 hours, the solution was treated with additional hydrochloric acid in dioxane (4.0 M, 100 L). After shaking an additional sixteen hours, the solvents were removed in vacuo to provide 9-[(2R)-2-hydroxy-2-(4-methyl-1-oxo-1,3-dihy... Starting materials: C1(=CC=CC=C1)C#CC1=NC=CC=C1C(C)=O (1-(2-(Phenylethynyl)pyridin-3-yl)ethanone), O (Water), C(=O)(O)[O-].[Na+] (NaHCO3), mercuric chloride, [OH-].[Na+] (NaOH). Run in S(O)(O)(=O)=O (sulfuric acid). Reaction conditions: temperature 25 celsius, time 1 hour. The product is C1(=CC=CC=C1)C=1C=C(C=2C=CC=NC2C1)O (7-phenylquinolin-5-ol). The yield is 100.0%. Reaction SMILES: [C:1]1([C:7]#[C:8][C:9]2[C:14]([C:15](=[O:17])[CH3:16])=[CH:13][CH:12]=[CH:11][N:10]=2)[CH:6]=[CH:5][CH:4]=[CH:3][CH:2]=1.[OH-].[Na+].O.C([O-])(O)=O.[Na+]>S(=O)(=O)(O)O>[C:1]1([C:7]2[CH:16]=[C:15]([OH:17])[C:14]3[CH:13]=[CH:12][CH:11]=[N:10][C:9]=3[CH:8]=2)[CH:2]=[CH:3][CH:4]=[CH:5][CH:6]=1 |f:1.2,4.5|. Reported procedure: 30 mg 1-(2-(Phenylethynyl)pyridin-3-yl)ethanone were suspended in 350 μL 1N sulfuric acid and 2.147 mg mercuric chloride and stirred for 30 min at 60° C. Then 1 mL of NaOH was added and the mixture stirred for additional 1 h at 25° C. Water was added and a neutral pH adjusted with NaHCO3 solution. The precipitate was filtered off and washed with water and dried to yield 30 mg 7-phenylquinolin-5-ol 6.1 as solid. Analysis: HPLC-MS: Rt=1.18 min (method D), M+H=240. Starting materials: CC(C)(C)OC(=O)Nc1ncc(Br)nc1Br, NN, C1COCCO1, O. Product: CC(C)(C)OC(=O)Nc1ncc(Br)nc1NN. Reaction SMILES: [C:1]([CH3:2])([CH3:3])([CH3:4])[O:5][C:6]([NH:7][c:8]1[n:9][cH:10][c:11]([Br:15])[n:12][c:13]1[Br:14])=[O:16].[NH2:18][NH2:19].[O:20]1[CH2:21][CH2:22][O:23][CH2:24][CH2:25]1.[OH2:17]>>[C:1]([CH3:2])([CH3:3])([CH3:4])[O:5][C:6]([NH:7][c:8]1[n:9][cH:10][c:11]([Br:15])[n:12][c:13]1[NH:18][NH2:19])=[O:16]. Reactants: reduced iron, Cl (hydrochloric acid), [OH-].[Na+] (sodium hydroxide), BrC=1C=C2C(NC=NC2=CC1[N+](=O)[O-])=O (6-bromo-7-nitro-3H-quinazolin-4-one), P(=O)(Cl)(Cl)Cl (phosphorous oxychloride), C(C)(C)N(CC)C(C)C (diisopropylethylamine), ClC=1C=C(N)C=CC1F (3-chloro-4-fluoroaniline). Reaction SMILES: [Br:1][C:2]1[CH:3]=[C:4]2[C:9](=[CH:10][C:11]=1[N+:12]([O-])=O)[N:8]=[CH:7][NH:6][C:5]2=O.P(Cl)(Cl)(Cl)=O.C(N(C(C)C)CC)(C)C.[Cl:30][C:31]1[CH:32]=[C:33]([CH:35]=[CH:36][C:37]=1[F:38])[NH2:34].Cl.[OH-].[Na+]>C1(C)C=CC=CC=1.C(O)(C)C.[Cl-].[Na+].O.C(O)C.CCCCCC>[Br:1][C:2]1[CH:3]=[C:4]2[C:9](=[CH:10][C:11]=1[NH2:12])[N:8]=[CH:7][N:6]=[C:5]2[NH:34][C:33]1[CH:35]=[CH:36][C:37]([F:38])=[C:31]([Cl:30])[CH:32]=1 |f:5.6,9.10.11|. Yields the product BrC=1C=C2C(=NC=NC2=CC1N)NC1=CC(=C(C=C1)F)Cl (6-bromo-N4-(3-chloro-4-fluorophenyl)-4,7-quinazolinediamine). Solvent: C(C)O (ethanol), [Cl-].[Na+].O (brine), CCCCCC (hexane), C1(=CC=CC=C1)C (toluene), C(C)(C)O (isopropanol). Conditions: temperature 80 celsius, time 5 hour. Procedure details: Formamidine acetate (4.51 g, 43.3 mmol) and methoxyethanol (60 mL) were added to 5-bromo-4-nitroanthranyl acid (described in JP-A-2000-169451) (5.65 g, 21.7 mmol) and the mixture was refluxed for 4 hrs. Water was added until the reaction mixture becomes about 200 mL and the precipitate was filtered and washed with water. The precipitate was dried under reduced pressure to give 6-bromo-7-nitro-3H-quinazolin-4-one (5.21 g, 64%). To a solution (20 mL) of 6-bromo-7-nitro-3H-quinazolin-4-one (1.34 g,...